describe an organic reaction: reactants, conditions, products, and yield From a dataset of the Open Reaction Database (ORD), a public repository of structured organic reaction records. Reactants: CCN=C=NCCCN(C)C, CCN(C(C)C)C(C)C, O=C(O)c1cc2cc(Cl)cnc2[nH]1, Cl, NC(Cc1ccc(F)cc1)C(=O)N1CCC(O)C1, CN(C)C=O, On1nnc2ccccc21. Yields the product O=C(NC(Cc1ccc(F)cc1)C(=O)N1CCC(O)C1)c1cc2cc(Cl)cnc2[nH]1. Reaction SMILES: [CH3:52][CH2:53][N:54]=[C:55]=[N:56][CH2:57][CH2:58][CH2:59][N:60]([CH3:61])[CH3:62].[CH:43]([N:44]([CH2:45][CH3:46])[CH:47]([CH3:48])[CH3:49])([CH3:50])[CH3:51].[Cl:1][c:2]1[cH:3][c:4]2[c:5]([n:6][cH:7]1)[nH:8][c:9]([C:11](=[O:12])[OH:13])[cH:10]2.[ClH:14].[NH2:15][CH:16]([C:17](=[O:18])[N:19]1[CH2:20][CH:21]([OH:24])[CH2:22][CH2:23]1)[CH2:25][c:26]1[cH:27][cH:28][c:29]([F:32])[cH:30][cH:31]1.[O:63]=[CH:64][N:65]([CH3:66])[CH3:67].[OH:33][n:34]1[c:35]2[c:36]([cH:37][cH:38][cH:39][cH:40]2)[n:41][n:42]1>>[Cl:1][c:2]1[cH:3][c:4]2[c:5]([n:6][cH:7]1)[nH:8][c:9]([C:11](=[O:13])[NH:15][CH:16]([C:17](=[O:18])[N:19]1[CH2:20][CH:21]([OH:24])[CH2:22][CH2:23]1)[CH2:25][c:26]1[cH:27][cH:28][c:29]([F:32])[cH:30][cH:31]1)[cH:10]2. The reactants are CC(C)CBr, CS(C)=O, [K+], [OH-], Cc1c(NC(=O)c2ccco2)cccc1[N+](=O)[O-]. Product: Cc1c(N(CC(C)C)C(=O)c2ccco2)cccc1[N+](=O)[O-]. As a reaction SMILES: [Br:21][CH2:22][CH:23]([CH3:24])[CH3:25].[CH3:26][S:27]([CH3:28])=[O:29].[K+:20].[OH-:19].[o:1]1[c:2]([C:6](=[O:7])[NH:8][c:9]2[c:10]([CH3:18])[c:11]([N+:15](=[O:16])[O-:17])[cH:12][cH:13][cH:14]2)[cH:3][cH:4][cH:5]1>>[o:1]1[c:2]([C:6](=[O:7])[N:8]([c:9]2[c:10]([CH3:18])[c:11]([N+:15](=[O:16])[O-:17])[cH:12][cH:13][cH:14]2)[CH2:22][CH:23]([CH3:24])[CH3:25])[cH:3][cH:4][cH:5]1. Starting materials: C[O-], Cc1c[n+]([O-])c(C)c(C)c1Cl, [Na+]. Product: COc1c(C)c[n+]([O-])c(C)c1C. As a reaction SMILES: [CH3:12][O-:13].[Cl:1][c:2]1[c:3]([CH3:11])[c:4]([CH3:10])[n+:5]([O-:9])[cH:6][c:7]1[CH3:8].[Na+:14]>>[c:2]1([O:13][CH3:12])[c:3]([CH3:11])[c:4]([CH3:10])[n+:5]([O-:9])[cH:6][c:7]1[CH3:8]. The reactants are BrC1=NC=C(C(=O)OC)C=C1 (methyl 6-bromonicotinate), O1C(NCC1)=O (oxazolidin-2-one). The product is COC(C1=CN=C(C=C1)N1C(OCC1)=O)=O (6-(2-oxooxazolidin-3-yl)nicotinic acid methyl ester). The yield is 78.8%. As a reaction SMILES: Br[C:2]1[CH:11]=[CH:10][C:5]([C:6]([O:8][CH3:9])=[O:7])=[CH:4][N:3]=1.[O:12]1[CH2:16][CH2:15][NH:14][C:13]1=[O:17]>>[CH3:9][O:8][C:6](=[O:7])[C:5]1[CH:10]=[CH:11][C:2]([N:14]2[CH2:15][CH2:16][O:12][C:13]2=[O:17])=[N:3][CH:4]=1. Procedure: By reaction and treatment in the same manner as in Preparation Example 12 and using methyl 6-bromonicotinate (1 g) and oxazolidin-2-one (474 mg), the title compound (810 mg) was obtained.